From a dataset of the Open Reaction Database (ORD), a public repository of structured organic reaction records. describe an organic reaction: reactants, conditions, products, and yield Reaction SMILES: [CH3:21][c:22]1[cH:23][cH:24][cH:25][cH:26][cH:27]1.[Cl:28][CH2:29][Cl:30].[NH2:12][CH2:13][CH2:14][c:15]1[cH:16][cH:17][cH:18][cH:19][cH:20]1.[O:1]=[C:2]1[CH2:3][CH2:4][CH:5]([CH2:7][CH2:8][C:9](=[O:10])[OH:11])[O:6]1>>[O:1]=[C:2]1[CH2:3][CH2:4][CH:5]([CH2:7][CH2:8][C:9](=[O:11])[NH:12][CH2:13][CH2:14][c:15]2[cH:16][cH:17][cH:18][cH:19][cH:20]2)[O:6]1. Yields the product O=C(CCC1CCC(=O)O1)NCCc1ccccc1. The reactants are Cc1ccccc1, ClCCl, NCCc1ccccc1, O=C(O)CCC1CCC(=O)O1. Reactants: NC=1C=C(C=CC1)[C@]1(N=C(O[C@@H](C1)C(F)(F)F)N)CF ((4S,6S)-4-(3-aminophenyl)-4-(fluoromethyl)-6-(trifluoromethyl)-5,6-dihydro-4H-1,3-oxazin-2-amine), ClC=1C=CC(=NC1)C(=O)O (5-chloro-2-pyridinecarboxylic acid), [Cl-].COC1=NC(=NC(=N1)OC)[N+]1(CCOCC1)C (4-(4,6-dimethoxy-1,3,5-triazin-2-yl)-4-methylmorpholinium chloride). Product: NC=1O[C@@H](C[C@@](N1)(CF)C=1C=C(C=CC1)NC(C1=NC=C(C=C1)Cl)=O)C(F)(F)F (N-(3-((4S,6S)-2-amino-4-(fluoromethyl)-6-(trifluoromethyl)-5,6-dihydro-4H-1,3-oxazin-4-yl)phenyl)-5-chloropicolinamide). Procedure details: A mixture of (4S,6S)-4-(3-aminophenyl)-4-(fluoromethyl)-6-(trifluoromethyl)-5,6-dihydro-4H-1,3-oxazin-2-amine (0.080 g, 0.275 mmol) and 5-chloro-2-pyridinecarboxylic acid (0.048 g, 0.302 mmol) in THF/MeOH (3/1.2 mL) was stirred at room temperature and 4-(4,6-dimethoxy-1,3,5-triazin-2-yl)-4-methylmorpholinium chloride (0.089 g, 0.302 mmol) was added. The reaction mixture was stirred for 30 min. The reaction was quenched with saturated NaHCO3 solution and extracted with dichloromethane. The combin... As a reaction SMILES: [NH2:1][C:2]1[CH:3]=[C:4]([C@:8]2([CH2:19][F:20])[CH2:13][C@@H:12]([C:14]([F:17])([F:16])[F:15])[O:11][C:10]([NH2:18])=[N:9]2)[CH:5]=[CH:6][CH:7]=1.[Cl:21][C:22]1[CH:23]=[CH:24][C:25]([C:28](O)=[O:29])=[N:26][CH:27]=1.[Cl-].COC1N=C(OC)N=C([N+]2(C)CCOCC2)N=1>C1COCC1.CO>[NH2:18][C:10]1[O:11][C@H:12]([C:14]([F:17])([F:15])[F:16])[CH2:13][C@:8]([C:4]2[CH:3]=[C:2]([NH:1][C:28](=[O:29])[C:25]3[CH:24]=[CH:23][C:22]([Cl:21])=[CH:27][N:26]=3)[CH:7]=[CH:6][CH:5]=2)([CH2:19][F:20])[N:9]=1 |f:2.3,4.5|. Solvent: C1CCOC1.CO (THF MeOH). The yield is 63.3%. Starting materials: C(C)C1=CC(=CC=2N=C(OC(C21)=O)C=2C(=NC=CC2)F)OC (5-ethyl-2-(2-fluoropyridin-3-yl)-7-methoxy-4H-benz[d][1,3]oxazin-4-one), N1C[C@@H](CC1)N1CCS(CC1)(=O)=O ((R)-4-Pyrrolidin-3-yl-thiomorpholine 1,1-dioxide), C(C)(C)N(CC)C(C)C (diisopropylethyl amine). Run in O1CCOCC1 (1,4-dioxane). The product is C(C)C1=CC(=CC=2N=C(OC(C21)=O)C=2C(=NC=CC2)N2CC(CC2)N2CCS(CC2)(=O)=O)OC (5-ethyl-2-{2-[3-(1,1-dioxo-thiomorpholin-4-yl)pyrrolidin-1-yl]pyridin-3-yl}-7-methoxy-4H-benz[d][1,3]oxazin-4-one). Reaction SMILES: [CH2:1]([C:3]1[C:12]2[C:11](=[O:13])[O:10][C:9]([C:14]3[C:15](F)=[N:16][CH:17]=[CH:18][CH:19]=3)=[N:8][C:7]=2[CH:6]=[C:5]([O:21][CH3:22])[CH:4]=1)[CH3:2].[NH:23]1[CH2:27][CH2:26][C@@H:25]([N:28]2[CH2:33][CH2:32][S:31](=[O:35])(=[O:34])[CH2:30][CH2:29]2)[CH2:24]1.C(N(C(C)C)CC)(C)C>O1CCOCC1>[CH2:1]([C:3]1[C:12]2[C:11](=[O:13])[O:10][C:9]([C:14]3[C:15]([N:23]4[CH2:27][CH2:26][CH:25]([N:28]5[CH2:29][CH2:30][S:31](=[O:35])(=[O:34])[CH2:32][CH2:33]5)[CH2:24]4)=[N:16][CH:17]=[CH:18][CH:19]=3)=[N:8][C:7]=2[CH:6]=[C:5]([O:21][CH3:22])[CH:4]=1)[CH3:2]. Procedure details: To 5-ethyl-2-(2-fluoropyridin-3-yl)-7-methoxy-4H-benz[d][1,3]oxazin-4-one (50.0 mg, 0.17 mmol) in anhydrous 1,4-dioxane (850 μL) was added compound Z (52.9 mg, 0.22 mmol) and diisopropylethyl amine (120 μL, 0.85 mmol) at room temperature under N2 overnight. The solution was concentrated, and the resulting residue was purified on a Biotage 40M amine column using a gradient of 20-75% ethyl acetate/hexanes to obtain the title compound. The fractions containing the title compound were combined and c...